From a dataset of the Open Reaction Database (ORD), a public repository of structured organic reaction records. describe an organic reaction: reactants, conditions, products, and yield Reactants: NC1=CC(=C(OC2=C3C(=NC=C2)N(N=C3NC3CCN(CC3)CCO)CC3=CC=C(C=C3)OC)C=C1)F (2-(4-(4-(4-amino-2-fluorophenoxy)-1-(4-methoxybenzyl)-1H-pyrazolo[3,4-b]pyridin-3-ylamino)piperidin-1-yl)ethanol), FC1=CC=C(C=C1)N1N=CC=C(C1=O)C(=O)O (2-(4-fluorophenyl)-3-oxo-2,3-dihydropyridazine-4-carboxylic acid). The product is FC=1C=C(C=CC1OC1=C2C(=NC=C1)NN=C2NC2CCN(CC2)CCO)NC(=O)C=2C(N(N=CC2)C2=CC=C(C=C2)F)=O (N-(3-fluoro-4-(3-(1-(2-hydroxyethyl)piperidin-4-ylamino)-1H-pyrazolo[3,4-b]pyridin-4-yloxy)phenyl)-2-(4-fluorophenyl)-3-oxo-2,3-dihydropyridazine-4-carboxamide). Isolated yield 55.0%. As a reaction SMILES: [NH2:1][C:2]1[CH:36]=[CH:35][C:5]([O:6][C:7]2[CH:12]=[CH:11][N:10]=[C:9]3[N:13](CC4C=CC(OC)=CC=4)[N:14]=[C:15]([NH:16][CH:17]4[CH2:22][CH2:21][N:20]([CH2:23][CH2:24][OH:25])[CH2:19][CH2:18]4)[C:8]=23)=[C:4]([F:37])[CH:3]=1.[F:38][C:39]1[CH:44]=[CH:43][C:42]([N:45]2[C:50](=[O:51])[C:49]([C:52](O)=[O:53])=[CH:48][CH:47]=[N:46]2)=[CH:41][CH:40]=1>>[F:37][C:4]1[CH:3]=[C:2]([NH:1][C:52]([C:49]2[C:50](=[O:51])[N:45]([C:42]3[CH:43]=[CH:44][C:39]([F:38])=[CH:40][CH:41]=3)[N:46]=[CH:47][CH:48]=2)=[O:53])[CH:36]=[CH:35][C:5]=1[O:6][C:7]1[CH:12]=[CH:11][N:10]=[C:9]2[NH:13][N:14]=[C:15]([NH:16][CH:17]3[CH2:18][CH2:19][N:20]([CH2:23][CH2:24][OH:25])[CH2:21][CH2:22]3)[C:8]=12. Procedure: Prepared by a 2-step process from 2-(4-(4-(4-amino-2-fluorophenoxy)-1-(4-methoxybenzyl)-1H-pyrazolo[3,4-b]pyridin-3-ylamino)piperidin-1-yl)ethanol (prepared as described in Example 101, Step A except using 2-(4-aminopiperidin-1-yl)ethanol) and 2-(4-fluorophenyl)-3-oxo-2,3-dihydropyridazine-4-carboxylic acid according to the procedure of Example 101, Step B. The crude material was rinsed with Et2O to afford 11 mg (55%) of the desired product. LRMS (ESI pos) m/e 603.1 (M+1). 1H-NMR (400 MHz, CD3OD... Yield: 49.0%. Yields the product N[C@@H]1C[C@H](CC1)CCCCP(O)=O ((±)-trans-(3-aminocyclopentanyl)butylphosphinic acid). Run in C1CCOC1 (THF), C1=CC=CC=C1 (benzene), O (water). Reactants: O[C@H]1C[C@H](CC1)CCCCP(OCC)=O ((±)-cis-ethyl (3-hydroxycyclopentanyl)butylphosphinate), CCOC(=O)/N=N/C(=O)OCC (DEAD), N=[N+]=[N-] (HN3), solution, C1(=CC=CC=C1)P(C1=CC=CC=C1)C1=CC=CC=C1 (triphenylphosphine). Conditions: time 12 hour. Procedure: To a solution of (±)-cis-ethyl (3-hydroxycyclopentanyl)butylphosphinate (10) (1.24 g, 5.29 mmol), DEAD (1.7 cm3) and HN3 (5.6 cm3 of a 1.9 M solution of benzene) in anhydrous THF (50 cm3) under an atmosphere of N2 at 0° C. was added triphenylphosphine (5.52 g, 21.1 mmol) in small portions over a period of 1 hour. The reaction mixture was allowed to warm to room temperature and stirring was continued for 12 hours. The reaction mixture was then heated to 50° C. for 3 hours, then water (2 cm3) was ... RXN SMILES: O[C@@H:2]1[CH2:6][CH2:5][C@H:4]([CH2:7][CH2:8][CH2:9][CH2:10][PH:11](=[O:15])[O:12]CC)[CH2:3]1.CCOC(/[N:21]=N/C(OCC)=O)=O.N=[N+]=[N-].C1(P(C2C=CC=CC=2)C2C=CC=CC=2)C=CC=CC=1>C1COCC1.O.C1C=CC=CC=1>[NH2:21][C@H:2]1[CH2:6][CH2:5][C@H:4]([CH2:7][CH2:8][CH2:9][CH2:10][PH:11](=[O:15])[OH:12])[CH2:3]1. RXN SMILES: Cl.Cl.Cl.[NH2:4][C@H:5]([C:10]1[N:11]=[C:12]([NH:15][C:16]2[CH:21]=[CH:20][C:19]([N:22]3[CH:26]=[C:25]([CH3:27])[N:24]=[CH:23]3)=[C:18]([O:28][CH3:29])[CH:17]=2)[S:13][CH:14]=1)[CH2:6][CH:7]([CH3:9])[CH3:8].[C:30]1([CH2:36][S:37](Cl)(=[O:39])=[O:38])[CH:35]=[CH:34][CH:33]=[CH:32][CH:31]=1>>[CH3:29][O:28][C:18]1[CH:17]=[C:16]([NH:15][C:12]2[S:13][CH:14]=[C:10]([C@@H:5]([NH:4][S:37]([CH2:36][C:30]3[CH:35]=[CH:34][CH:33]=[CH:32][CH:31]=3)(=[O:39])=[O:38])[CH2:6][CH:7]([CH3:8])[CH3:9])[N:11]=2)[CH:21]=[CH:20][C:19]=1[N:22]1[CH:26]=[C:25]([CH3:27])[N:24]=[CH:23]1 |f:0.1.2.3|. The reactants are Cl.Cl.Cl.N[C@@H](CC(C)C)C=1N=C(SC1)NC1=CC(=C(C=C1)N1C=NC(=C1)C)OC ([4-((S)-1-amino-3-methyl-butyl)-thiazol-2-yl]-[3-methoxy-4-(4-methyl-imidazol-1-yl)-phenyl]-amine trihydrochloride), C1(=CC=CC=C1)CS(=O)(=O)Cl (alpha-toluenesulphonylchloride). Reported procedure: The title compound was prepared in analogy to example 36 from 96 mg (0.2 mmol) [4-((S)-1-amino-3-methyl-butyl)-thiazol-2-yl]-[3-methoxy-4-(4-methyl-imidazol-1-yl)-phenyl]-amine trihydrochloride and 39 mg (0.2 mmol) alpha-toluenesulphonylchloride. The crude product was purified on silica gel with methylene chloride/methanol 19/1 yielding 40 mg (38%) N—((S)-1-{2-[3-methoxy-4-(4-methyl-imidazol-1-yl)-phenylamino]-thiazol-4-yl}-3-methyl-butyl)-C-phenyl-methanesulfonamide as a light yellow solid. MS ... Yields the product COC=1C=C(C=CC1N1C=NC(=C1)C)NC=1SC=C(N1)[C@H](CC(C)C)NS(=O)(=O)CC1=CC=CC=C1 (N—((S)-1-{2-[3-Methoxy-4-(4-methyl-imidazol-1-yl)-phenylamino]-thiazol-4-yl}-3-methyl-butyl)-C-phenyl-methanesulfonamide). The reactants are BrCCOC1CCCCO1, CCCC[N+](CCCC)(CCCC)CCCC, COc1cc(CO)c(F)c(C(OC)OC)c1, [H-], [I-], [Na+], CN(C)C=O, O. Product: COc1cc(COCCOC2CCCCO2)c(F)c(C(OC)OC)c1. As a reaction SMILES: [Br:19][CH2:20][CH2:21][O:22][CH:23]1[O:24][CH2:25][CH2:26][CH2:27][CH2:28]1.[CH2:36]([N+:37]([CH2:38][CH2:39][CH2:40][CH3:41])([CH2:42][CH2:43][CH2:44][CH3:45])[CH2:46][CH2:47][CH2:48][CH3:49])[CH2:50][CH2:51][CH3:52].[CH3:1][O:2][CH:3]([c:4]1[c:5]([F:14])[c:6]([CH2:12][OH:13])[cH:7][c:8]([O:10][CH3:11])[cH:9]1)[O:15][CH3:16].[H-:17].[I-:35].[Na+:18].[O:30]=[CH:31][N:32]([CH3:33])[CH3:34].[OH2:29]>>[CH3:1][O:2][CH:3]([c:4]1[c:5]([F:14])[c:6]([CH2:12][O:13][CH2:20][CH2:21][O:22][CH:23]2[O:24][CH2:25][CH2:26][CH2:27][CH2:28]2)[cH:7][c:8]([O:10][CH3:11])[cH:9]1)[O:15][CH3:16]. Starting materials: COc1ccc(B(O)O)cc1 (effective_coupling_partner), CC(C)(C)OC(=O)Oc1ccc(C(F)(F)F)cc1 (substrate). Reagents/catalysts: dcypf. Run at temperature 100 celsius, time 24 hour. Product: COc2ccc(c1ccc(C(F)(F)F)cc1)cc2. The reactants are FC=1C=CC(=C(C1)NC=1C=NC(=CC1)F)[N+](=O)[O-] ((5-fluoro-2-nitrophenyl)-(6-fluoropyridin-3-yl)amine). Solvent: CCOC(=O)C (EtOAc). Run at time 22 hour. Yields the product FC=1C=C(C(=CC1)N)NC=1C=NC(=CC1)F (4-Fluoro-N2-(6-fluoropyridin-3-yl)benzene-1,2-diamine). Yield: 104.4%. As a reaction SMILES: [F:1][C:2]1[CH:3]=[CH:4][C:5]([N+:16]([O-])=O)=[C:6]([NH:8][C:9]2[CH:10]=[N:11][C:12]([F:15])=[CH:13][CH:14]=2)[CH:7]=1>CCOC(C)=O>[F:1][C:2]1[CH:7]=[C:6]([NH:8][C:9]2[CH:10]=[N:11][C:12]([F:15])=[CH:13][CH:14]=2)[C:5]([NH2:16])=[CH:4][CH:3]=1. Procedure: A mixture of (5-fluoro-2-nitrophenyl)-(6-fluoropyridin-3-yl)amine (571 mg, 2.27 mmol) in EtOAc (40 mL) was degassed with a stream of nitrogen prior to addition of 10% Pd/C (57 mg) and was stirred at RT under a hydrogen atmosphere for 22 h. The mixture was filtered through a phase separator and the filtrate concentrated in vacuo to afford the title compound as a dark oil (524 mg, quantitative). LCMS (Method C): RT 2.39 min [M+H]+ 222.2. Reactants: OCC(F)(F)C(F)(F)COCC=Cc1ccccc1, O=CCCOCCCCc1ccccc1. Yields the product O=CC(F)(F)C(F)(F)COCC=Cc1ccccc1. RXN SMILES: [F:1][C:2]([CH2:3][OH:4])([C:5]([CH2:6][O:7][CH2:8][CH:9]=[CH:10][c:11]1[cH:12][cH:13][cH:14][cH:15][cH:16]1)([F:17])[F:18])[F:19].[c:20]1([CH2:21][CH2:22][CH2:23][CH2:24][O:25][CH2:26][CH2:27][CH:28]=[O:29])[cH:30][cH:31][cH:32][cH:33][cH:34]1>>[F:1][C:2]([CH:3]=[O:4])([C:5]([CH2:6][O:7][CH2:8][CH:9]=[CH:10][c:11]1[cH:12][cH:13][cH:14][cH:15][cH:16]1)([F:17])[F:18])[F:19]. Starting materials: FC(C)(F)C1=CC=C(O1)CN1N=CC(=N1)N (2-[5-(1,1-difluoro-ethyl)-furan-2-ylmethyl]-2H-[1,2,3]triazol-4-ylamine), CC=1OC(=C(N1)C(=O)O)C1=CC(=CC=C1)C(F)(F)F (2-methyl-5-(3-trifluoromethyl-phenyl)-oxazole-4-carboxylic acid). The product is FC(C)(F)C1=CC=C(O1)CN1N=CC(=N1)NC(=O)C=1N=C(OC1C1=CC(=CC=C1)C(F)(F)F)C (2-Methyl-5-(3-trifluoromethyl-phenyl)-oxazole-4-carboxylic acid {2-[5-(1,1-difluoro-ethyl)-furan-2-ylmethyl]-2H-[1,2,3]triazol-4-yl}-amide). Reaction SMILES: [F:1][C:2]([C:5]1[O:9][C:8]([CH2:10][N:11]2[N:15]=[C:14]([NH2:16])[CH:13]=[N:12]2)=[CH:7][CH:6]=1)([F:4])[CH3:3].[CH3:17][C:18]1[O:19][C:20]([C:26]2[CH:31]=[CH:30][CH:29]=[C:28]([C:32]([F:35])([F:34])[F:33])[CH:27]=2)=[C:21]([C:23](O)=[O:24])[N:22]=1>>[F:4][C:2]([C:5]1[O:9][C:8]([CH2:10][N:11]2[N:15]=[C:14]([NH:16][C:23]([C:21]3[N:22]=[C:18]([CH3:17])[O:19][C:20]=3[C:26]3[CH:31]=[CH:30][CH:29]=[C:28]([C:32]([F:35])([F:33])[F:34])[CH:27]=3)=[O:24])[CH:13]=[N:12]2)=[CH:7][CH:6]=1)([F:1])[CH3:3]. Procedure details: Following general procedure Z2, starting from 2-[5-(1,1-difluoro-ethyl)-furan-2-ylmethyl]-2H-[1,2,3]triazol-4-ylamine and 2-methyl-5-(3-trifluoromethyl-phenyl)-oxazole-4-carboxylic acid. The product is COC=1C=C(OCCN2N=CC(=C2)N)C=CC1 (1-[2-(3-Methoxy-phenoxy)-ethyl]-1H-pyrazol-4-ylamine). The reactants are COC=1C=C(OCCN2N=CC(=C2)[N+](=O)[O-])C=CC1 (1-(2-(3-methoxyphenoxy)ethyl)-4-nitro-1H-pyrazole). Reported procedure: To a solution of 1-(2-(3-methoxyphenoxy)ethyl)-4-nitro-1H-pyrazole (533 mg, 1.90 mmol), in EtOAc (2 mL, degassed) and EtOH (6 mL, degassed), PtO2 (42 mg, 0.19 mmol) was added and the reaction mixture was stirred at rt under a H2-atmosphere for 3 h. The mixture was diluted with EtOH, filtered over celite and the filter cake was rinsed with EtOH. The filtrate was concentrated to obtain the title compound as a pale brown oil. LC-MS conditions A: tR=0.53 min, [M+H]+=234.41. Reaction SMILES: [CH3:1][O:2][C:3]1[CH:4]=[C:5]([CH:17]=[CH:18][CH:19]=1)[O:6][CH2:7][CH2:8][N:9]1[CH:13]=[C:12]([N+:14]([O-])=O)[CH:11]=[N:10]1>CCOC(C)=O.CCO.O=[Pt]=O>[CH3:1][O:2][C:3]1[CH:4]=[C:5]([CH:17]=[CH:18][CH:19]=1)[O:6][CH2:7][CH2:8][N:9]1[CH:13]=[C:12]([NH2:14])[CH:11]=[N:10]1. Conditions: time 3 hour. Run in CCO (EtOH), CCOC(=O)C (EtOAc), CCO (EtOH). Reagents/catalysts: O=[Pt]=O (PtO2). Starting materials: C(C)OC(C(C(=O)OCC)CC[C@H](CCCCCC)F)=O ((S)-2-(3-fluorononyl)malonic diethyl ester), Cl (HCl), Cl.F[C@H](COC1=CC=C(C(=N)N)C=C1)CCCCCCCC ((S)-4-(2-fluorodecyloxy)benzamidine hydrochloride), metal, [Na] (sodium). Solvent: CO (methanol), CO (methanol), CO (methanol), CO (methanol). Conditions: time 20 minute. Yields the product OC1=NC(=NC(=C1CC[C@H](CCCCCC)F)O)C1=CC=C(C=C1)OC[C@H](CCCCCCCC)F (4,6-dihydroxy-5-((3S)-3-fluorononyl)-2-[4-((2S)-2-fluorodecyloxy)phenyl]pyrimidine). Isolated yield 58.6%. RXN SMILES: [Na].Cl.[F:3][C@@H:4]([CH2:16][CH2:17][CH2:18][CH2:19][CH2:20][CH2:21][CH2:22][CH3:23])[CH2:5][O:6][C:7]1[CH:15]=[CH:14][C:10]([C:11]([NH2:13])=[NH:12])=[CH:9][CH:8]=1.C([O:26][C:27](=O)[CH:28]([CH2:34][CH2:35][C@@H:36]([F:43])[CH2:37][CH2:38][CH2:39][CH2:40][CH2:41][CH3:42])[C:29](OCC)=[O:30])C.Cl>CO>[OH:26][C:27]1[C:28]([CH2:34][CH2:35][C@@H:36]([F:43])[CH2:37][CH2:38][CH2:39][CH2:40][CH2:41][CH3:42])=[C:29]([OH:30])[N:13]=[C:11]([C:10]2[CH:14]=[CH:15][C:7]([O:6][CH2:5][C@@H:4]([F:3])[CH2:16][CH2:17][CH2:18][CH2:19][CH2:20][CH2:21][CH2:22][CH3:23])=[CH:8][CH:9]=2)[N:12]=1 |f:1.2,^1:0|. Reported procedure: Under nitrogen atmosphere, 2.4 ml of dry methanol was placed in a two-necked round-bottomed flask. To the methanol, 90 mg (3.93 mM) of metal sodium was added and dissolved therein. To the solution, 519 mg (1.57 mM) of (S)-4-(2-fluorodecyloxy)benzamidine hydrochloride was added and stirred for 20 minutes. To the mixture, a solution of 400 mg (1.31 mM) of (S)-2-(3-fluorononyl)malonic diethyl ester in 1 ml of dry methanol was added, followed by stirring for 16 hours at room temperature and distilli...